Dataset: the Open Reaction Database (ORD), a public repository of structured organic reaction records. Task: describe an organic reaction: reactants, conditions, products, and yield Reactants: CN1N=C(C=C1C(=O)NC=1C=C(C=CC1)C#CC=1C=C(C=NC1)C(=O)N=S(=O)(C)C=1C=C(C=CC1)CC(=O)O)C ({3-[N-({5-[(3-{[(1,3-dimethyl-1H-pyrazol-5-yl)carbonyl]amino}phenyl)ethynyl]pyridin-3-yl}carbonyl)-S-methylsulfonimidoyl]phenyl}acetic acid), NCCN1CCOCC1 (4-(2-aminoethyl)morpholine). Product: CN1N=C(C=C1C(=O)NC=1C=C(C=CC1)C#CC=1C=NC=C(C(=O)N=S(=O)(C2=CC(=CC=C2)CC(=O)NCCN2CCOCC2)C)C1)C (5-[(3-{[(1,3-dimethyl-1H-pyrazol-5-yl)carbonyl]amino}phenyl)ethynyl]-N-[methyl(3-{2-[(2-morpholin-4-ylethyl)amino]-2-oxoethyl}phenyl)oxido--sulfanylidene]nicotinamide). Isolated yield 54.0%. Reaction SMILES: [CH3:1][N:2]1[C:6]([C:7]([NH:9][C:10]2[CH:11]=[C:12]([C:16]#[C:17][C:18]3[CH:19]=[C:20]([C:24]([N:26]=[S:27]([C:30]4[CH:31]=[C:32]([CH2:36][C:37](O)=[O:38])[CH:33]=[CH:34][CH:35]=4)([CH3:29])=[O:28])=[O:25])[CH:21]=[N:22][CH:23]=3)[CH:13]=[CH:14][CH:15]=2)=[O:8])=[CH:5][C:4]([CH3:40])=[N:3]1.[NH2:41][CH2:42][CH2:43][N:44]1[CH2:49][CH2:48][O:47][CH2:46][CH2:45]1>>[CH3:1][N:2]1[C:6]([C:7]([NH:9][C:10]2[CH:11]=[C:12]([C:16]#[C:17][C:18]3[CH:23]=[N:22][CH:21]=[C:20]([CH:19]=3)[C:24]([N:26]=[S:27]([CH3:29])([C:30]3[CH:35]=[CH:34][CH:33]=[C:32]([CH2:36][C:37]([NH:41][CH2:42][CH2:43][N:44]4[CH2:49][CH2:48][O:47][CH2:46][CH2:45]4)=[O:38])[CH:31]=3)=[O:28])=[O:25])[CH:13]=[CH:14][CH:15]=2)=[O:8])=[CH:5][C:4]([CH3:40])=[N:3]1. Procedure: In a manner similar to that described in Example 500, {3-[N-({5-[(3-{[(1,3-dimethyl-1H-pyrazol-5-yl)carbonyl]amino}phenyl)ethynyl]pyridin-3-yl}carbonyl)-S-methylsulfonimidoyl]phenyl}acetic acid and 4-(2-aminoethyl)morpholine were reacted to give the title compound (54%). Reactants: Na, Cl.BrC1=CC=C(C(OCC)=N)C=C1 (ethyl 4-bromobenzimidate hydrochloride). Solvent: CCO (EtOH). Conditions: time 2 hour. Yields the product BrC1=CC=C(C=C1)C(OCC)=N (ethyl 4-bromobenzenecarboximidoate). As a reaction SMILES: Cl.[Br:2][C:3]1[CH:13]=[CH:12][C:6]([C:7](=[NH:11])[O:8][CH2:9][CH3:10])=[CH:5][CH:4]=1>CCO>[Br:2][C:3]1[CH:4]=[CH:5][C:6]([C:7](=[NH:11])[O:8][CH2:9][CH3:10])=[CH:12][CH:13]=1 |f:0.1|. Procedure details: Into a 3000 mL 3-necked flask was placed EtOH (2000 mL). To this was added sequentially Na (7.13 g, 310 mmol) and ethyl 4-bromobenzimidate hydrochloride (82 g, 310 mmol). The resulting solution was allowed to stir for two hours at room temperature, and filtered. The filtrate was evaporated to afford ethyl 4-bromobenzenecarboximidoate as a white solid. The product is FC(F)(F)c1ccc(N2CCC3(CC2)CO3)cc1. Reactants: CS(C)=O, C[S+](C)(C)=O, O=C1CCN(c2ccc(C(F)(F)F)cc2)CC1, [H-], [I-], [Na+], O. As a reaction SMILES: [CH3:27][S:28]([CH3:29])=[O:30].[CH3:2][S+:3]([CH3:4])([CH3:5])=[O:6].[F:9][C:10]([c:11]1[cH:12][cH:13][c:14]([N:17]2[CH2:18][CH2:19][C:20](=[O:23])[CH2:21][CH2:22]2)[cH:15][cH:16]1)([F:24])[F:25].[H-:7].[I-:1].[Na+:8].[OH2:26]>>[CH2:2]1[C:20]2([CH2:19][CH2:18][N:17]([c:14]3[cH:13][cH:12][c:11]([C:10]([F:9])([F:24])[F:25])[cH:16][cH:15]3)[CH2:22][CH2:21]2)[O:23]1. RXN SMILES: [N:1]1[CH:6]=[CH:5][CH:4]=[CH:3][C:2]=1[C:7]1[N:16]=[C:15]([CH2:17][CH2:18][C:19]([OH:21])=O)[C:14]2[C:9](=[CH:10][CH:11]=[CH:12][CH:13]=2)[N:8]=1.C(N1C=CN=C1)(N1C=CN=C1)=O.[CH2:34]([NH:36][CH2:37][CH3:38])[CH3:35]>CN(C)C=O>[CH2:34]([N:36]([CH2:37][CH3:38])[C:19](=[O:21])[CH2:18][CH2:17][C:15]1[C:14]2[C:9](=[CH:10][CH:11]=[CH:12][CH:13]=2)[N:8]=[C:7]([C:2]2[CH:3]=[CH:4][CH:5]=[CH:6][N:1]=2)[N:16]=1)[CH3:35]. Starting materials: N1=C(C=CC=C1)C1=NC2=CC=CC=C2C(=N1)CCC(=O)O (2-(2-pyridyl)-4-quinazolinepropanoic acid), C(=O)(N1C=NC=C1)N1C=NC=C1 (carbonyldiimidazole), C(C)NCC (diethylamine). Procedure details: The procedure is as in Example 7, starting with 2-(2-pyridyl)-4-quinazolinepropanoic acid (1.34 g), carbonyldiimidazole (0.93 g) and diethylamine (1 cc) in dimethylformamide (25 cc). After chromatography on silica gel with a chloroform/methanol (95:5 by volume) mixture as eluant, and crystallization in ethyl acetate, N,N-diethyl-2-(2-pyridyl)-4-quinazolinepropanamide (0.58 g), m.p. 130° C. is obtained. Product: C(C)N(C(CCC1=NC(=NC2=CC=CC=C12)C1=NC=CC=C1)=O)CC (N,N-diethyl-2-(2-pyridyl)-4-quinazolinepropanamide). Solvent: CN(C=O)C (dimethylformamide). Reactants: NC1=NC(=NS1)C(C(=O)N[C@H]1[C@@H]2N(C(=C(CS2)C[N+]2(CCNCC2)C)C(=O)[O-])C1=O)=NOC (7β-[2-(5-amino-1,2,4-thiadiazol-3-yl)-2-methoxyiminoacetamido]-3-(1-methyl-1-piperazinio)methyl-3-cephem-4-carboxylate), C[Si](NC(C)=O)(C)C (N-trimethylsilylacetamide), OC1=CC(=NC=C1O)C(=O)O (4,5-dihydroxy-2-pyridinecarboxylic acid), ON1N=NC2=C1C=CC=C2 (1-hydroxybenzotriazole), C1(CCCCC1)N=C=NC1CCCCC1 (N,N'-dicyclohexylcarbodiimide), C(C)(C)OC(C)C (diisopropyl ether). The solvent is CS(=O)C (dimethyl sulfoxide), CS(=O)C (dimethyl sulfoxide). Run at time 1 hour. The product is NC1=NC(=NS1)C(C(=O)N[C@H]1[C@@H]2N(C(=C(CS2)C[N+]2(CCN(CC2)C(=O)C2=NC=C(C(=C2)O)O)C)C(=O)[O-])C1=O)=NOC (7β-[2-(5-amino-1,2,4-thiadiazol-3-yl)-2-methoxyiminoacetamido]-3-[1-methyl-4-(4,5-dihydroxy-2-pyridylcarbonyl)-1-piperazinio]methyl-3-cephem-4-carboxylate). The yield is 3.9%. Reaction SMILES: [OH:1][C:2]1[C:7]([OH:8])=[CH:6][N:5]=[C:4]([C:9]([OH:11])=O)[CH:3]=1.ON1C2C=CC=CC=2N=N1.C1(N=C=NC2CCCCC2)CCCCC1.[NH2:37][C:38]1[S:42][N:41]=[C:40]([C:43](=[N:67][O:68][CH3:69])[C:44]([NH:46][C@@H:47]2[C:65](=[O:66])[N:49]3[C:50]([C:62]([O-:64])=[O:63])=[C:51]([CH2:54][N+:55]4([CH3:61])[CH2:60][CH2:59][NH:58][CH2:57][CH2:56]4)[CH2:52][S:53][C@H:48]23)=[O:45])[N:39]=1.C[Si](C)(C)NC(=O)C.C(OC(C)C)(C)C>CS(C)=O>[NH2:37][C:38]1[S:42][N:41]=[C:40]([C:43](=[N:67][O:68][CH3:69])[C:44]([NH:46][C@@H:47]2[C:65](=[O:66])[N:49]3[C:50]([C:62]([O-:64])=[O:63])=[C:51]([CH2:54][N+:55]4([CH3:61])[CH2:60][CH2:59][N:58]([C:9]([C:4]5[CH:3]=[C:2]([OH:1])[C:7]([OH:8])=[CH:6][N:5]=5)=[O:11])[CH2:57][CH2:56]4)[CH2:52][S:53][C@H:48]23)=[O:45])[N:39]=1. Procedure details: To a solution of 4,5-dihydroxy-2-pyridinecarboxylic acid (3.1 g) and 1-hydroxybenzotriazole (4.0 g) in dimethyl sulfoxide (30 ml) was added N,N'-dicyclohexylcarbodiimide (6.2 g). After being stirred at room temperature for 1 hour, the reaction mixture was added to a solution of 7β-[2-(5-amino-1,2,4-thiadiazol-3-yl)-2-methoxyiminoacetamido]-3-(1-methyl-1-piperazinio)methyl-3-cephem-4-carboxylate (syn isomer) (10.0 g) and N-trimethylsilylacetamide (3.0 g) in dimethyl sulfoxide (50 ml), and the sti... The reactants are C(C)(C)(C)OC(C[C@H]([C@H](C(C)C)N(C)C([C@@H](NC([C@@H](N(C)C)C(C)C)=O)C(C)C)=O)OC)=O (t-butyl-(3R,4S)-4-[N-(N,N-dimethyl-L-valyl-L-valyl)-N-methylamino]-3-methoxy-5-methylhexanoate), FC(C(=O)O)(F)F (trifluoroacetic acid). Solvent: ClCCl (dichloromethane). Run at time 2 hour. The product is CN([C@@H](C(C)C)C(=O)N[C@@H](C(C)C)C(=O)N(C)[C@H]([C@@H](CC(=O)O)OC)C(C)C)C ((3R,4S)-4-[N-(N,N-dimethyl-L-valyl-L-valyl)-N-methylamino]-3-methoxy-5-methylhexanoic acid). The yield is 148.9%. Reaction SMILES: C([O:5][C:6](=[O:33])[CH2:7][C@@H:8]([O:31][CH3:32])[C@@H:9]([N:13]([C:15](=[O:30])[C@H:16]([CH:27]([CH3:29])[CH3:28])[NH:17][C:18](=[O:26])[C@H:19]([CH:23]([CH3:25])[CH3:24])[N:20]([CH3:22])[CH3:21])[CH3:14])[CH:10]([CH3:12])[CH3:11])(C)(C)C.FC(F)(F)C(O)=O>ClCCl>[CH3:22][N:20]([CH3:21])[C@H:19]([C:18]([NH:17][C@H:16]([C:15]([N:13]([C@@H:9]([CH:10]([CH3:12])[CH3:11])[C@H:8]([O:31][CH3:32])[CH2:7][C:6]([OH:33])=[O:5])[CH3:14])=[O:30])[CH:27]([CH3:29])[CH3:28])=[O:26])[CH:23]([CH3:25])[CH3:24]. Procedure details: To a solution of t-butyl-(3R,4S)-4-[N-(N,N-dimethyl-L-valyl-L-valyl)-N-methylamino]-3-methoxy-5-methylhexanoate (0.22 g, 0.433 mmol) in dichloromethane (2 ml) was added trifluoroacetic acid (2 ml). After stirring for 2 h, the reaction mixture was concentrated in vacuo. Reevaporation of the residue with toluene (5×10 ml) gave the deprotected product (0.268 g) which was used for the next step without further purification. Starting materials: FC1=C(C=CC(=C1)C(CC#N)C)C1=CC=CC=C1 (3-(2-fluoro-biphenyl-4-yl)butyronitrile), [OH-].[K+] (potassium hydroxide). Run in Cl (HCl), C(C)(C)(C)O (tert-butyl alcohol). Conditions: temperature 70 celsius. Product: FC1=C(C=CC(=C1)C(CC(=O)N)C)C1=CC=CC=C1 (3-(2-Fluoro-biphenyl-4-yl)butyramide). Yield: 75.0%. RXN SMILES: [F:1][C:2]1[CH:7]=[C:6]([CH:8]([CH3:12])[CH2:9][C:10]#[N:11])[CH:5]=[CH:4][C:3]=1[C:13]1[CH:18]=[CH:17][CH:16]=[CH:15][CH:14]=1.[OH-:19].[K+]>C(O)(C)(C)C.Cl>[F:1][C:2]1[CH:7]=[C:6]([CH:8]([CH3:12])[CH2:9][C:10]([NH2:11])=[O:19])[CH:5]=[CH:4][C:3]=1[C:13]1[CH:14]=[CH:15][CH:16]=[CH:17][CH:18]=1 |f:1.2|. Reported procedure: To a solution of 3-(2-fluoro-biphenyl-4-yl)butyronitrile in tert-butyl alcohol was added 1.87 g of finely powdered potassium hydroxide. The resulting suspension was stirred and heated to 70° C. for 2.5 hours and cooled to room temperature. The reaction suspension was diluted with 1.0 N HCl solution (100 mL) and extracted with ethyl acetate (2×100 mL). The ethyl acetate extracts were combined and washed with 5% bicarbonate solution (100 mL) and then with H2O (100 mL). The organics were then dried...